Dataset: the Open Reaction Database (ORD), a public repository of structured organic reaction records. Task: describe an organic reaction: reactants, conditions, products, and yield Starting materials: CC(=O)C.OS(=O)(=O)O.O=[Cr](=O)=O (Jones' reagent), C(C)(=O)C1=CC2=C(OC(CO2)CO)C=C1 (6-acetyl-2-hydroxymethyl-1,4-benzodioxan). The solvent is CC(=O)C (acetone), C(C)(C)O.O.C(Cl)(Cl)Cl (isopropanol water chloroform). Conditions: time 18 hour. The product is C(C)(=O)C1=CC2=C(OC(CO2)C(=O)O)C=C1 (6-acetyl-1,4-benzodioxan-2-carboxylic acid). Reaction SMILES: CC(C)=[O:3].OS(O)(=O)=O.O=[Cr](=O)=O.[C:14]([C:17]1[CH:28]=[CH:27][C:20]2[O:21][CH:22]([CH2:25][OH:26])[CH2:23][O:24][C:19]=2[CH:18]=1)(=[O:16])[CH3:15]>CC(C)=O.C(O)(C)C.O.C(Cl)(Cl)Cl>[C:14]([C:17]1[CH:28]=[CH:27][C:20]2[O:21][CH:22]([C:25]([OH:3])=[O:26])[CH2:23][O:24][C:19]=2[CH:18]=1)(=[O:16])[CH3:15] |f:0.1.2,5.6.7|. Procedure details: Jones' reagent (11.6 ml.) was added dropwise to a stirred solution of 6-acetyl-2-hydroxymethyl-1,4-benzodioxan (4.0 g.) in acetone (70 ml.) at 10°-15° C. The reaction was stirred at room temperature for 18 hours then diluted with isopropanol/water/chloroform, the organic layer separated and evaporated in vacuo. The residue was redissolved in chloroform, extracted with saturated sodium carbonate solution (2×30 ml.) then the basic phase washed with chloroform, cooled and acidified to pH 1 with con... Starting materials: CC(=O)c1ccc(-c2ccc(Cl)cc2)cc1, CC(=O)c1ccc(-c2ccccc2Cl)cc1, [H][H], O=S(=O)(O)O, c1ccccc1. Product: CCc1ccc(-c2ccc(Cl)cc2)cc1. RXN SMILES: [Cl:17][c:18]1[cH:19][cH:20][c:21](-[c:24]2[cH:25][cH:26][c:27]([C:30]([CH3:31])=[O:32])[cH:28][cH:29]2)[cH:22][cH:23]1.[Cl:1][c:2]1[cH:3][cH:4][cH:5][cH:6][c:7]1-[c:8]1[cH:9][cH:10][c:11]([C:12](=[O:13])[CH3:14])[cH:15][cH:16]1.[H:38][H:39].[S:33](=[O:34])(=[O:35])([OH:36])[OH:37].[cH:40]1[cH:41][cH:42][cH:43][cH:44][cH:45]1>>[Cl:17][c:18]1[cH:19][cH:20][c:21](-[c:24]2[cH:25][cH:26][c:27]([CH2:30][CH3:31])[cH:28][cH:29]2)[cH:22][cH:23]1. The reactants are C(C)OC(=O)N1CCC(CC1)N1C=NC(=C1C(C)=O)C1=CC=C(C=C1)F (1-(1-Ethoxycarbonyl-4-piperidinyl)-4-(4-fluorophenyl)-5-acetylimidazole), COC(N(C)C)OC (N,N-dimethylformamide dimethyl acetal), CNC(=N)N (N-methylguanidine), CC[O-].[Na+] (NaOEt). Solvent: C(CC)O (1-propanol), O (water), Cl (HCl), Cl (HCl). Run at temperature 100 celsius, time 18 hour. Product: C(C)OC(=O)N1CCC(CC1)N1C=NC(=C1C1=NC(=NC=C1)NC)C1=CC=C(C=C1)F (1-(1-Ethoxycarbonyl-4-piperidinyl)-4-(4-fluorophenyl)-5-{2-(methylamino)-4-pyrimidinyl)imidazole). Yield: 50.0%. As a reaction SMILES: [CH2:1]([O:3][C:4]([N:6]1[CH2:11][CH2:10][CH:9]([N:12]2[C:16]([C:17](=O)[CH3:18])=[C:15]([C:20]3[CH:25]=[CH:24][C:23]([F:26])=[CH:22][CH:21]=3)[N:14]=[CH:13]2)[CH2:8][CH2:7]1)=[O:5])[CH3:2].[CH3:27]OC(OC)N(C)C.[CH3:35][NH:36][C:37]([NH2:39])=[NH:38].CC[O-].[Na+]>C(O)CC.O.Cl>[CH2:1]([O:3][C:4]([N:6]1[CH2:7][CH2:8][CH:9]([N:12]2[C:16]([C:17]3[CH:18]=[CH:35][N:36]=[C:37]([NH:39][CH3:27])[N:38]=3)=[C:15]([C:20]3[CH:25]=[CH:24][C:23]([F:26])=[CH:22][CH:21]=3)[N:14]=[CH:13]2)[CH2:10][CH2:11]1)=[O:5])[CH3:2] |f:3.4|. Procedure: To a solution of the ketoimidazole prepared in Example 2 above (2.1 g, 5.85 mmol) in 10.5 mL of 1-propanol was added N,N-dimethylformamide dimethyl acetal (1.32 mL, 1.18 g, 9.94 mmol) and the solution was heated at 100° C. for 6 h. At this time, TLC indicated no starting material and N-methylguanidine.HCl (0.96 g, 8.77 mmol) and NaOEt (21% w/w solution, 3.50 mL, 3.05 g, 9.35 mmol) were added. After 18 hours, the solution was cooled to room temperature, diluted with 40 mL of water, 50 mL of 3N HC... Conditions: time 3 hour. Starting materials: [OH-].[Li+] (Lithium hydroxide), C(C)(C)(C)OC(COC1=CC(=CC=C1)\C=C\COC(N(C1=CC=CC=C1)C1=CC=CC=C1)=O)=O (trans-[3-(3-diphenylcarbamoyloxypropenyl)phenoxy}acetic acid tert-butyl ester). Reaction SMILES: [OH-].[Li+].C([O:7][C:8](=[O:36])[CH2:9][O:10][C:11]1[CH:16]=[CH:15][CH:14]=[C:13](/[CH:17]=[CH:18]/[CH2:19][O:20][C:21](=[O:35])[N:22]([C:29]2[CH:34]=[CH:33][CH:32]=[CH:31][CH:30]=2)[C:23]2[CH:28]=[CH:27][CH:26]=[CH:25][CH:24]=2)[CH:12]=1)(C)(C)C>CO.O1CCCC1>[C:29]1([N:22]([C:23]2[CH:24]=[CH:25][CH:26]=[CH:27][CH:28]=2)[C:21]([O:20][CH2:19]/[CH:18]=[CH:17]/[C:13]2[CH:12]=[C:11]([CH:16]=[CH:15][CH:14]=2)[O:10][CH2:9][C:8]([OH:36])=[O:7])=[O:35])[CH:30]=[CH:31][CH:32]=[CH:33][CH:34]=1 |f:0.1|. Solvent: CO (methanol), O1CCCC1 (tetrahydrofuran). The yield is 77.2%. Yields the product C1(=CC=CC=C1)N(C(=O)OC/C=C/C=1C=C(OCC(=O)O)C=CC1)C1=CC=CC=C1 (trans-[3-(3-diphenylcarbamoyloxypropenyl)phenoxy}acetic acid). Procedure: 1.0M Lithium hydroxide (1.46 mL, 1.46 mmol) was added to a solution of trans-[3-(3-diphenylcarbamoyloxypropenyl)phenoxy}acetic acid tert-butyl ester (0.56 g, 1.22 mmol) in methanol (2 mL), tetrahydrofuran (2 mL) at room temperature under a nitrogen atmosphere. The mixture was stirred at room temperature for 3 hours. The solvent was evaporated, water was added followed by 2N hydrochloric acid to pH 1-2, and the product was extracted with ethyl acetate. The extract was washed with water, brine, dr... Reactants: C1COCCN1, CC(=O)O, O=Cc1ccncc1N1CCN(c2ccc3ncsc3c2)C1=O. Yields the product O=C1N(c2ccc3ncsc3c2)CCN1c1cnccc1CN1CCOCC1. RXN SMILES: [CH2:1]1[CH2:2][O:3][CH2:4][CH2:5][NH:6]1.[CH3:30][C:31](=[O:32])[OH:33].[s:7]1[cH:8][n:9][c:10]2[c:11]1[cH:12][c:13]([N:16]1[C:17](=[O:29])[N:18]([c:21]3[cH:22][n:23][cH:24][cH:25][c:26]3[CH:27]=[O:28])[CH2:19][CH2:20]1)[cH:14][cH:15]2>>[CH2:1]1[CH2:2][O:3][CH2:4][CH2:5][N:6]1[CH2:27][c:26]1[c:21]([N:18]2[C:17](=[O:29])[N:16]([c:13]3[cH:12][c:11]4[s:7][cH:8][n:9][c:10]4[cH:15][cH:14]3)[CH2:20][CH2:19]2)[cH:22][n:23][cH:24][cH:25]1. Starting materials: solution, CCOCC (ether), C(CCC)[Li] (butyllithium), CCOCC (ether), BrC=1C2=C(SC1)C(=CC=C2)C (3-bromo-7-methylbenzo[b]thiophene), perchlorylfluoride. Run in O (water). Product: FC=1C2=C(SC1)C(=CC=C2)C (3-Fluoro-7-methylbenzo[b]thiophene). As a reaction SMILES: C([Li])CCC.CCOCC.Br[C:12]1[C:13]2[CH:20]=[CH:19][CH:18]=[C:17]([CH3:21])[C:14]=2[S:15][CH:16]=1.Cl([F:26])(=O)(=O)=O>O>[F:26][C:12]1[C:13]2[CH:20]=[CH:19][CH:18]=[C:17]([CH3:21])[C:14]=2[S:15][CH:16]=1. Procedure details: 50 ml of a 1.6M solution of butyllithium in abs. ether are added dropwise at -78° to a solution of 18.1 g of 3-bromo-7-methylbenzo[b]thiophene in abs. ether. After 20 Minutes 9 g of perchlorylfluoride are introduced under inert gas and with stirring whereby the reaction temperature is maintained below -60°. The resulting mixture is stirred for 30 minutes at -78° and then slowly warmed to 0°, mixed with water and the organic phase separated, washed, dried and concentrated under vacuum. The residu... Reactants: N1CCC2(CC1)OC1=C(C2)C=CC=C1 (2,3-dihydrospiro[benzofuran-2,4'-piperidine]), C([O-])([O-])=O.[K+].[K+] (potassium carbonate), C1(CCC1)C(=O)Cl (cyclobutylcarbonyl chloride). Run in C(Cl)(Cl)Cl (chloroform), C(Cl)(Cl)Cl (chloroform). Yields the product C1(CCC1)C(=O)N1CCC2(CC1)OC1=C(C2)C=CC=C1 (2,3-dihydro-1'-cyclobutylcarbonylspiro[benzofuran-2,4'-piperidine]). As a reaction SMILES: [CH:1]1([C:5](Cl)=[O:6])[CH2:4][CH2:3][CH2:2]1.[NH:8]1[CH2:13][CH2:12][C:11]2([CH2:17][C:16]3[CH:18]=[CH:19][CH:20]=[CH:21][C:15]=3[O:14]2)[CH2:10][CH2:9]1.C(=O)([O-])[O-].[K+].[K+]>C(Cl)(Cl)Cl>[CH:1]1([C:5]([N:8]2[CH2:13][CH2:12][C:11]3([CH2:17][C:16]4[CH:18]=[CH:19][CH:20]=[CH:21][C:15]=4[O:14]3)[CH2:10][CH2:9]2)=[O:6])[CH2:4][CH2:3][CH2:2]1 |f:2.3.4|. Procedure: A mixture of 4.2 g of cyclobutylcarbonyl chloride in 10 ml of chloroform is added dropwise to a stirred mixture of 6.0 g of 2,3-dihydrospiro[benzofuran-2,4'-piperidine], Example 7, and 20.0 g of potassium carbonate in 75 ml of chloroform. After total addition, the reaction mixture is successively refluxed for 24 hours, cooled, filtered and poured into water. The biphasic mixture is sequentially washed with 3 N hydrochloric acid, 3 N sodium hydroxide, a saturated sodium chloride solution, dried a... Reactants: OCc1cncn1-c1ccc(Br)cc1, ClCCl, O=[Mn]=O. Yields the product O=Cc1cncn1-c1ccc(Br)cc1. As a reaction SMILES: [Br:1][c:2]1[cH:3][cH:4][c:5](-[n:8]2[cH:9][n:10][cH:11][c:12]2[CH2:13][OH:14])[cH:6][cH:7]1.[CH2:15]([Cl:16])[Cl:17].[O:18]=[Mn:19]=[O:20]>>[Br:1][c:2]1[cH:3][cH:4][c:5](-[n:8]2[cH:9][n:10][cH:11][c:12]2[CH:13]=[O:14])[cH:6][cH:7]1. Starting materials: FC1=C(C(=CC(=C1)F)F)C#C (2,4,6-trifluorophenylacetylene), CC1=CC=C(CS)C=C1 (4-methylbenzyl mercaptan), [Na] (sodium). Yields the product FC1=C(\C=C/C(C2=CC=C(C=C2)C)SC(C2=CC=C(C=C2)C)\C=C/C2=C(C=C(C=C2F)F)F)C(=CC(=C1)F)F ((Z)-2,4,6-trifluorostyryl-4-methylbenzylsulfide). RXN SMILES: [F:1][C:2]1[CH:7]=[C:6]([F:8])[CH:5]=[C:4]([F:9])[C:3]=1[C:10]#[CH:11].[CH3:12][C:13]1[CH:20]=[CH:19][C:16]([CH2:17][SH:18])=[CH:15][CH:14]=1.[Na]>>[F:1][C:2]1[CH:7]=[C:6]([F:8])[CH:5]=[C:4]([F:9])[C:3]=1/[CH:10]=[CH:11]\[CH:17]([S:18][CH:12](/[CH:11]=[CH:10]\[C:3]1[C:2]([F:1])=[CH:7][C:6]([F:8])=[CH:5][C:4]=1[F:9])[C:13]1[CH:20]=[CH:19][C:16]([CH3:17])=[CH:15][CH:14]=1)[C:16]1[CH:19]=[CH:20][C:13]([CH3:12])=[CH:14][CH:15]=1 |^1:20|. Reported procedure: A solution of 2,4,6-trifluorophenylacetylene (0.02 mol), 4-methylbenzyl mercaptan (0.02 mol) and metallic sodium (0.02 g atom) is subjected to General Procedure 2 to form (Z)-2,4,6-trifluorostyryl-4-methylbenzylsulfide. The title compound is obtained following oxidation of the sulfide, according to General Procedure 2.